This data is from the Open Reaction Database (ORD), a public repository of structured organic reaction records. The task is: describe an organic reaction: reactants, conditions, products, and yield Reactants: O=C([O-])[O-], C1COCCO1, Cc1nc2ccccc2[nH]1, CC(C)(C(N)=O)N1CCN(Cc2cc3nc(Cl)nc(N4CCOCC4)c3o2)CC1, [Cs+], [Cs+], O=C(C=Cc1ccccc1)C=Cc1ccccc1, O=C(C=Cc1ccccc1)C=Cc1ccccc1, O=C(C=Cc1ccccc1)C=Cc1ccccc1, [Pd], [Pd]. The product is Cc1nc2ccccc2n1-c1nc(N2CCOCC2)c2oc(CN3CCN(C(C)(C)C(N)=O)CC3)cc2n1. RXN SMILES: [C:40](=[O:41])([O-:42])[O-:43].[CH2:46]1[O:47][CH2:48][CH2:49][O:50][CH2:51]1.[CH3:30][c:31]1[n:32][c:33]2[c:34]([nH:35]1)[cH:36][cH:37][cH:38][cH:39]2.[Cl:1][c:2]1[n:3][c:4]([N:24]2[CH2:25][CH2:26][O:27][CH2:28][CH2:29]2)[c:5]2[c:6]([n:7]1)[cH:8][c:9]([CH2:11][N:12]1[CH2:13][CH2:14][N:15]([C:18]([C:19](=[O:20])[NH2:21])([CH3:22])[CH3:23])[CH2:16][CH2:17]1)[o:10]2.[Cs+:44].[Cs+:45].[O:54]=[C:55]([CH:56]=[CH:57][c:58]1[cH:59][cH:60][cH:61][cH:62][cH:63]1)[CH:64]=[CH:65][c:66]1[cH:67][cH:68][cH:69][cH:70][cH:71]1.[O:72]=[C:73]([CH:74]=[CH:75][c:76]1[cH:77][cH:78][cH:79][cH:80][cH:81]1)[CH:82]=[CH:83][c:84]1[cH:85][cH:86][cH:87][cH:88][cH:89]1.[O:90]=[C:91]([CH:92]=[CH:93][c:94]1[cH:95][cH:96][cH:97][cH:98][cH:99]1)[CH:100]=[CH:101][c:102]1[cH:103][cH:104][cH:105][cH:106][cH:107]1.[Pd:52].[Pd:53]>>[c:2]1(-[n:32]2[c:31]([CH3:30])[n:35][c:34]3[c:33]2[cH:39][cH:38][cH:37][cH:36]3)[n:3][c:4]([N:24]2[CH2:25][CH2:26][O:27][CH2:28][CH2:29]2)[c:5]2[c:6]([n:7]1)[cH:8][c:9]([CH2:11][N:12]1[CH2:13][CH2:14][N:15]([C:18]([C:19](=[O:20])[NH2:21])([CH3:22])[CH3:23])[CH2:16][CH2:17]1)[o:10]2. Starting materials: N1C[C@@H](CC1)NC1=NC=CC=C1C=1N=C2C(=NC1)N(C=C2)COCC[Si](C)(C)C ((R)-pyrrolidin-3-yl-{3-[5-(2-trimethylsilanyl-ethoxymethyl)-5H-pyrrolo[2,3-b]pyrazin-2-yl]-pyridin-2-yl}-amine), CC(CS(=O)(=O)Cl)C (2-methyl-propane-1-sulfonyl chloride). Product: CC(CS(=O)(=O)N1C[C@@H](CC1)NC1=NC=CC=C1C=1N=C2C(=NC1)N(C=C2)COCC[Si](C)(C)C)C ([(R)-1-(2-Methyl-propane-1-sulfonyl)-pyrrolidin-3-yl]-{3-[5-(2-trimethylsilanyl-ethoxymethyl)-5H-pyrrolo[2,3-b]pyrazin-2-yl]-pyridin-2-yl}-amine). Reaction SMILES: [NH:1]1[CH2:5][CH2:4][C@@H:3]([NH:6][C:7]2[C:12]([C:13]3[N:14]=[C:15]4[CH:21]=[CH:20][N:19]([CH2:22][O:23][CH2:24][CH2:25][Si:26]([CH3:29])([CH3:28])[CH3:27])[C:16]4=[N:17][CH:18]=3)=[CH:11][CH:10]=[CH:9][N:8]=2)[CH2:2]1.[CH3:30][CH:31]([CH3:37])[CH2:32][S:33](Cl)(=[O:35])=[O:34]>>[CH3:30][CH:31]([CH3:37])[CH2:32][S:33]([N:1]1[CH2:5][CH2:4][C@@H:3]([NH:6][C:7]2[C:12]([C:13]3[N:14]=[C:15]4[CH:21]=[CH:20][N:19]([CH2:22][O:23][CH2:24][CH2:25][Si:26]([CH3:29])([CH3:28])[CH3:27])[C:16]4=[N:17][CH:18]=3)=[CH:11][CH:10]=[CH:9][N:8]=2)[CH2:2]1)(=[O:35])=[O:34]. Reported procedure: [(R)-1-(2-Methyl-propane-1-sulfonyl)-pyrrolidin-3-yl]-{3-[5-(2-trimethylsilanyl-ethoxymethyl)-5H-pyrrolo[2,3-b]pyrazin-2-yl]-pyridin-2-yl}-amine was prepared from (R)-pyrrolidin-3-yl-{3-[5-(2-trimethylsilanyl-ethoxymethyl)-5H-pyrrolo[2,3-b]pyrazin-2-yl]-pyridin-2-yl}-amine and 2-methyl-propane-1-sulfonyl chloride, following the general synthetic procedures described in the above Examples. Reactants: C(C)(=O)OC1=CC=C(OCCCCCCCCCCC(=O)OCC)C=C1 (Ethyl 11-(4-acetoxyphenoxy)undecanoate), CC(C)([O-])C.[K+] (potassium t-butoxide), C(OCC)(OCC)=O (diethyl carbonate). The solvent is O (water). Conditions: temperature 50 celsius, time 1 hour. Product: C(C)OC(=O)CC(=O)OC1=CC=C(OCCCCCCCCCCC(=O)OCC)C=C1 (Ethyl 11-(4-ethoxycarbonylacetoxyphenoxy)undecanoate). Yield: 89.7%. RXN SMILES: [C:1]([O:4][C:5]1[CH:26]=[CH:25][C:8]([O:9][CH2:10][CH2:11][CH2:12][CH2:13][CH2:14][CH2:15][CH2:16][CH2:17][CH2:18][CH2:19][C:20]([O:22][CH2:23][CH3:24])=[O:21])=[CH:7][CH:6]=1)(=[O:3])[CH3:2].CC(C)([O-])C.[K+].[C:33](=O)([O:37]CC)[O:34][CH2:35][CH3:36]>O>[CH2:35]([O:34][C:33]([CH2:2][C:1]([O:4][C:5]1[CH:26]=[CH:25][C:8]([O:9][CH2:10][CH2:11][CH2:12][CH2:13][CH2:14][CH2:15][CH2:16][CH2:17][CH2:18][CH2:19][C:20]([O:22][CH2:23][CH3:24])=[O:21])=[CH:7][CH:6]=1)=[O:3])=[O:37])[CH3:36] |f:1.2|. Procedure: The product from (b) (42 g, 0.12 mol) was added portionwise to a suspension of potassium t-butoxide (21.3 g, 0.19 mol) in diethyl carbonate (56.6 g, 0.48 mol) at 75° C. over 10 minutes. Heating was continued at 95° C. for 1 h. After cooling to 50° C., the suspension was poured into cold water (1 liter) and extracted with ethyl acetate (3×400 ml). The organic solution was dried and evaporated under reduced pressure to give the product (47 g, 93%) as a yellow waxy solid which was used in the next ... Starting materials: COC=1C=C(C=CC1OC)C(=CC(=O)OC)C1=CC(=C(C=C1)OC)OC (methyl 3,3-bis-(3',4'-dimethoxyphenyl)acrylate), C(C)OP(OCC)(=O)CC#N (diethylcyanomethylphosphonate), C[Si]([N-][Si](C)(C)C)(C)C.[Li+] (lithium hexamethyldisilazide), COC=1C=C(C(=O)C2=CC=C(C=C2)C2=CC=CC=C2)C=CC1OC (3,4-dimethoxy-4'-phenylbenzophenone). The product is C1(=CC=C(C=C1)C(=CC#N)C1=CC(=C(C=C1)OC)OC)C1=CC=CC=C1 (3-(4-Biphenylyl)-3-(3,4-dimethoxyphenyl)acrylonitrile), mixture. Yield: 70.0%. Reaction SMILES: COC1C=C(C(C2C=CC(OC)=C(OC)C=2)=CC(OC)=O)C=CC=1OC.[CH3:27][O:28][C:29]1[CH:30]=[C:31]([CH:46]=[CH:47][C:48]=1[O:49][CH3:50])[C:32]([C:34]1[CH:39]=[CH:38][C:37]([C:40]2[CH:45]=[CH:44][CH:43]=[CH:42][CH:41]=2)=[CH:36][CH:35]=1)=O.C(OP([CH2:59][C:60]#[N:61])(=O)OCC)C.C[Si](C)(C)[N-][Si](C)(C)C.[Li+]>>[C:37]1([C:40]2[CH:45]=[CH:44][CH:43]=[CH:42][CH:41]=2)[CH:38]=[CH:39][C:34]([C:32]([C:31]2[CH:46]=[CH:47][C:48]([O:49][CH3:50])=[C:29]([O:28][CH3:27])[CH:30]=2)=[CH:59][C:60]#[N:61])=[CH:35][CH:36]=1 |f:3.4|. Procedure details: 3-(4-Biphenylyl)-3-(3,4-dimethoxyphenyl)acrylonitrile was prepared analogously to methyl 3,3-bis-(3',4'-dimethoxyphenyl)acrylate using 3,4-dimethoxy-4'-phenylbenzophenone (2.33 g, 7.32 mmol), diethylcyanomethylphosphonate (1.5 mL, 8.1 mmol) and lithium hexamethyldisilazide (8.1 mL, 8.1 mmol, 1M) with a reaction time of 22 hours. The crude product was purified by chromatography (silica gel, 1% ethyl acetate/methylene chloride) to afford 1.76 g (70%) of a mixture of the E and Z isomers as a white ... The reactants are ClC1=CC=C(C=C1)C1=C(C=CC(=N1)C(=O)O)OCC(F)(F)F (6-(4-chloro-phenyl)-5-(2,2,2-trifluoro-ethoxy)-pyridine-2-carboxylic acid), Cl.FC(C1=NOC(=N1)CN)(F)F (C-(3-trifluoromethyl-[1,2,4]oxadiazol-5-yl)-methylamine hydrochloride). The product is FC(C1=NOC(=N1)CNC(=O)C1=NC(=C(C=C1)OCC(F)(F)F)C1=CC=C(C=C1)Cl)(F)F (6-(4-chloro-phenyl)-5-(2,2,2-trifluoro-ethoxy)-pyridine-2-carboxylic acid (3-trifluoromethyl-[1,2,4]oxadiazol-5-ylmethyl)-amide). Reaction SMILES: [Cl:1][C:2]1[CH:7]=[CH:6][C:5]([C:8]2[N:13]=[C:12]([C:14]([OH:16])=O)[CH:11]=[CH:10][C:9]=2[O:17][CH2:18][C:19]([F:22])([F:21])[F:20])=[CH:4][CH:3]=1.Cl.[F:24][C:25]([F:34])([F:33])[C:26]1[N:30]=[C:29]([CH2:31][NH2:32])[O:28][N:27]=1>>[F:34][C:25]([F:24])([F:33])[C:26]1[N:30]=[C:29]([CH2:31][NH:32][C:14]([C:12]2[CH:11]=[CH:10][C:9]([O:17][CH2:18][C:19]([F:22])([F:21])[F:20])=[C:8]([C:5]3[CH:4]=[CH:3][C:2]([Cl:1])=[CH:7][CH:6]=3)[N:13]=2)=[O:16])[O:28][N:27]=1 |f:1.2|. Procedure: The title compound was synthesized in analogy to Example 1, using 6-(4-chloro-phenyl)-5-(2,2,2-trifluoro-ethoxy)-pyridine-2-carboxylic acid (example AF) and C-(3-trifluoromethyl-[1,2,4]oxadiazol-5-yl)-methylamine hydrochloride (CAS registry No. 944905-93-5; example AK) as starting materials; LC-MS (UV peak area/ESI) 100%, 479.0355 (M−H)−. Starting materials: C1C[C@](C(N1)=O)(C)N. The reagents and catalysts are CCCCCCC (Heptane), c1ccc(cc1)-c2c3ccccc3cc4ccccc24 (9-Phenylanthracene). Run in C1CCOC1 (THF). Reaction conditions: temperature 80 celsius, time 18 hour. The product is C[C@]1(N)CCNC1=O. Reaction SMILES: [CH3:1][C@:2]1([C:7](=[O:8])[NH:6][CH2:5][CH2:4]1)[NH2:3]>>[CH3:1][C@:2]1([C:7](=[O:8])[NH:6][CH2:5][CH2:4]1)[NH2:3]. Reactants: CC(N)c1ccc(Br)cc1, O=C([O-])O, O=C(OC(Cl)(Cl)Cl)OC(Cl)(Cl)Cl, ClCCl, [Na+], O. Product: CC(N=C=O)c1ccc(Br)cc1. RXN SMILES: [Br:7][c:8]1[cH:9][cH:10][c:11]([CH:14]([CH3:15])[NH2:16])[cH:12][cH:13]1.[C:1]([OH:2])([O-:3])=[O:4].[Cl:17][C:18]([Cl:19])([O:20][C:21](=[O:22])[O:23][C:24]([Cl:25])([Cl:26])[Cl:27])[Cl:28].[Cl:29][CH2:30][Cl:31].[Na+:5].[OH2:6]>>[C:1](=[O:4])=[N:16][CH:14]([c:11]1[cH:10][cH:9][c:8]([Br:7])[cH:13][cH:12]1)[CH3:15].